From a dataset of the Open Reaction Database (ORD), a public repository of structured organic reaction records. describe an organic reaction: reactants, conditions, products, and yield Starting materials: CCCN, CC1(C(F)(F)F)OC(=O)N(c2ccc(Cl)c(Cl)c2)C1=O, ClCCl. Product: CCCNC(=O)N(C(=O)C(C)(O)C(F)(F)F)c1ccc(Cl)c(Cl)c1. As a reaction SMILES: [CH3:21][CH2:22][CH2:23][NH2:24].[Cl:1][c:2]1[cH:3][c:4]([N:9]2[C:10](=[O:20])[O:11][C:12]([C:15]([F:16])([F:17])[F:18])([CH3:19])[C:13]2=[O:14])[cH:5][cH:6][c:7]1[Cl:8].[Cl:25][CH2:26][Cl:27]>>[Cl:1][c:2]1[cH:3][c:4]([N:9]([C:10](=[O:20])[NH:24][CH2:23][CH2:22][CH3:21])[C:13]([C:12]([OH:11])([C:15]([F:16])([F:17])[F:18])[CH3:19])=[O:14])[cH:5][cH:6][c:7]1[Cl:8]. Starting materials: CO, COC(=O)C(F)(F)F, NCCCO. The product is O=C(NCCCO)C(F)(F)F. As a reaction SMILES: [CH3:14][OH:15].[F:6][C:7]([C:8](=[O:9])[O:10][CH3:11])([F:12])[F:13].[NH2:1][CH2:2][CH2:3][CH2:4][OH:5]>>[NH:1]([CH2:2][CH2:3][CH2:4][OH:5])[C:8]([C:7]([F:6])([F:12])[F:13])=[O:9]. Reactants: C(C=CC1=CC=CC=C1)=O (cinnamaldehyde), Cl (HCl), OC1=CC=C(CCO)C=C1 (4-hydroxyphenethyl alcohol), N1CCNCC1 (piperazine). Run in C1(=CC=CC=C1)C (toluene). Conditions: temperature 80 celsius. Product: OCCC=1C=C2C(CC(OC2=CC1)O)C1=CC=CC=C1 (6-(2-Hydroxy-ethyl)-4-phenyl-chroman-2-ol), pure yellow oil. The yield is 80.0%. Reaction SMILES: [OH:1][C:2]1[CH:10]=[CH:9][C:5]([CH2:6][CH2:7][OH:8])=[CH:4][CH:3]=1.N1CCNCC1.[CH:17](=[O:26])[CH:18]=[CH:19][C:20]1[CH:25]=[CH:24][CH:23]=[CH:22][CH:21]=1.Cl>C1(C)C=CC=CC=1>[OH:8][CH2:7][CH2:6][C:5]1[CH:4]=[C:3]2[C:2](=[CH:10][CH:9]=1)[O:1][CH:17]([OH:26])[CH2:18][CH:19]2[C:20]1[CH:25]=[CH:24][CH:23]=[CH:22][CH:21]=1. Reported procedure: To a solution of 4-hydroxyphenethyl alcohol (Tyrosol) (5.0 g, 36 mmol, 1 equiv), piperazine (1.87 g, 22 mmol, 0.6 equiv) and toluene (50 ml) at reflux under N2 and Dean & Stark conditions was added cinnamaldehyde (6.4 ml, 51 mmol, 1.4 equiv) and the reaction mixture maintained at heat for 17 h. The reaction was cooled to 80° C. and quenched with aqueous HCl (0.7 molar, 1.3 equiv) then stirred at heat for 18 h. The biphasic mixture was allowed to cool to ambient temperature, separated, the organi... Starting materials: NC1=CC(=C(OC=2C=C(C(NN2)=O)C(C)C)C(=C1)Cl)Cl (6-(4-Amino-2,6-dichloro-phenoxy)-4-isopropyl-2H-pyridazin-3-one), O.C(C=O)(=O)O (glyoxylic acid monohydrate), C(C)(=O)O (acetic acid), S(=O)(=O)([O-])[O-].[Mg+2] (magnesium sulfate), C(#N)[BH3-] (cyanoborohydride). Run in C(Cl)Cl (methylene chloride), CO (methanol). Reaction conditions: temperature 50 celsius, time 30 minute. The product is ClC=1C=C(C=C(C1OC1=NNC(C(=C1)C(C)C)=O)Cl)NCC(=O)O ([3,5-Dichloro-4-(5-isopropyl-6-oxo-1,6-dihydro-pyridazin-3-yloxy)-phenylamino]-acetic acid). Isolated yield 16.7%. RXN SMILES: [NH2:1][C:2]1[CH:18]=[C:17]([Cl:19])[C:5]([O:6][C:7]2[CH:8]=[C:9]([CH:14]([CH3:16])[CH3:15])[C:10](=[O:13])[NH:11][N:12]=2)=[C:4]([Cl:20])[CH:3]=1.O.[C:22]([OH:26])(=[O:25])[CH:23]=O.C(O)(=O)C.S([O-])([O-])(=O)=O.[Mg+2].C([BH3-])#N>C(Cl)Cl.CO>[Cl:20][C:4]1[CH:3]=[C:2]([NH:1][CH2:23][C:22]([OH:26])=[O:25])[CH:18]=[C:17]([Cl:19])[C:5]=1[O:6][C:7]1[CH:8]=[C:9]([CH:14]([CH3:16])[CH3:15])[C:10](=[O:13])[NH:11][N:12]=1 |f:1.2,4.5|. Procedure details: A solution of 6-(4-amino-2,6-dichloro-phenoxy)-4-isopropyl-2H-pyridazin-3-one (25) (500 mg, 1.59 mmol) in methylene chloride (22 mL) and methanol (22 mL) at room temperature was treated with glyoxylic acid monohydrate (292 mg, 3.17 mmol), glacial acetic acid (0.10 mL, 1.74 mmol), a small spatula tip of magnesium sulfate, and resin bound cyanoborohydride (Argonaut Technologies Inc. MP-(CN)BH3, 0.97 g, 2.39 mmol). The reaction mixture was heated to 50° C. for 24 h. The reaction mixture was then co... Starting materials: CC(=O)[O-], CC(=O)[O-], CCOCc1nc2c(N)nc3cc(Br)ccc3c2n1CCCCCS(=O)(=O)N(C)C, [Pd+2], OB(O)c1cccnc1. The product is CCOCc1nc2c(N)nc3cc(-c4cccnc4)ccc3c2n1CCCCCS(=O)(=O)N(C)C. RXN SMILES: [C:40]([O-:41])(=[O:42])[CH3:43].[C:45]([O-:46])(=[O:47])[CH3:48].[NH2:1][c:2]1[n:3][c:4]2[cH:5][c:6]([Br:30])[cH:7][cH:8][c:9]2[c:10]2[c:11]1[n:12][c:13]([CH2:26][O:27][CH2:28][CH3:29])[n:14]2[CH2:15][CH2:16][CH2:17][CH2:18][CH2:19][S:20](=[O:21])(=[O:22])[N:23]([CH3:24])[CH3:25].[Pd+2:44].[n:31]1[cH:32][c:33]([B:37]([OH:38])[OH:39])[cH:34][cH:35][cH:36]1>>[NH2:1][c:2]1[n:3][c:4]2[cH:5][c:6](-[c:33]3[cH:32][n:31][cH:36][cH:35][cH:34]3)[cH:7][cH:8][c:9]2[c:10]2[c:11]1[n:12][c:13]([CH2:26][O:27][CH2:28][CH3:29])[n:14]2[CH2:15][CH2:16][CH2:17][CH2:18][CH2:19][S:20](=[O:21])(=[O:22])[N:23]([CH3:24])[CH3:25]. Starting materials: C=CCCC(F)(F)CCOCC(F)(F)c1ccccc1, O=CCCC(F)(F)CCOCCCCc1ccccc1. Yields the product O=CCCC(F)(F)CCOCC(F)(F)c1ccccc1. RXN SMILES: [F:1][C:2]([CH2:3][O:4][CH2:5][CH2:6][C:7]([CH2:8][CH2:9][CH:10]=[CH2:11])([F:12])[F:13])([c:14]1[cH:15][cH:16][cH:17][cH:18][cH:19]1)[F:20].[F:21][C:22]([F:23])([CH2:24][CH2:25][O:27][CH2:28][CH2:29][CH2:30][CH2:31][c:32]1[cH:33][cH:34][cH:35][cH:36][cH:37]1)[CH2:38][CH2:39][CH:40]=[O:26]>>[F:1][C:2]([CH2:3][O:4][CH2:5][CH2:6][C:7]([CH2:8][CH2:9][CH:10]=[O:26])([F:12])[F:13])([c:14]1[cH:15][cH:16][cH:17][cH:18][cH:19]1)[F:20].